From a dataset of the Open Reaction Database (ORD), a public repository of structured organic reaction records. describe an organic reaction: reactants, conditions, products, and yield Starting materials: C1(=CC=CC=C1)N1N=NC(=C1CCC)[Si](C)(C)C (1-Phenyl-5-propyl-4-trimethylsilanyl-1H-[1,2,3]-triazole), II (iodine). The reagents and catalysts are F[B-](F)(F)F.[Ag+] (silver tetrafluoroborate). Run in O1CCCC1 (tetrahydrofuran). The product is IC=1N=NN(C1CCC)C1=CC=CC=C1 (4-iodo-1-phenyl-5-propyl-1H-[1,2,3]-triazole). The yield is 57.4%. As a reaction SMILES: [C:1]1([N:7]2[C:11]([CH2:12][CH2:13][CH3:14])=[C:10]([Si](C)(C)C)[N:9]=[N:8]2)[CH:6]=[CH:5][CH:4]=[CH:3][CH:2]=1.[I:19]I>O1CCCC1.F[B-](F)(F)F.[Ag+]>[I:19][C:10]1[N:9]=[N:8][N:7]([C:1]2[CH:6]=[CH:5][CH:4]=[CH:3][CH:2]=2)[C:11]=1[CH2:12][CH2:13][CH3:14] |f:3.4|. Reported procedure: 1-Phenyl-5-propyl-4-trimethylsilanyl-1H-[1,2,3]-triazole (260 mg) prepared in the above 1) was dissolved in 5.0 ml of tetrahydrofuran, 389 mg of silver tetrafluoroborate and 507 mg of iodine were added thereto and the mixture was stirred at room temperature for one night. The reaction solution was filtered through Celite, a saturated aqueous solution of sodium thiosulfate was added to the filtrate and the solvent was evaporated in vacuo. Water was added to the residue, the mixture was extracted ... The reactants are O (Water), OB1OCC(CO1)CCCCC (2-hydroxy-5-pentyl-1,3,2-dioxaborinane), C(#N)C1=CC=C(C(=O)Cl)C=C1 (4-cyanobenzoyl chloride), N1=CC=CC=C1 (pyridine). The solvent is C1(=CC=CC=C1)C (toluene). Product: C(#N)C1=CC=C(C(=O)OB2OCC(CO2)CCCCC)C=C1 ((5-pentyl-1,3,2-dioxaborinan-2-yl) 4-cyanobenzoate). As a reaction SMILES: [OH:1][B:2]1[O:7][CH2:6][CH:5]([CH2:8][CH2:9][CH2:10][CH2:11][CH3:12])[CH2:4][O:3]1.[C:13]([C:15]1[CH:23]=[CH:22][C:18]([C:19](Cl)=[O:20])=[CH:17][CH:16]=1)#[N:14].N1C=CC=CC=1.O>C1(C)C=CC=CC=1>[C:13]([C:15]1[CH:23]=[CH:22][C:18]([C:19]([O:1][B:2]2[O:3][CH2:4][CH:5]([CH2:8][CH2:9][CH2:10][CH2:11][CH3:12])[CH2:6][O:7]2)=[O:20])=[CH:17][CH:16]=1)#[N:14]. Reported procedure: 17.2 g of 2-hydroxy-5-pentyl-1,3,2-dioxaborinane (prepared from trichloroborane and 2-hydroxymethylheptan-1-ol, followed by hydrolysis), 16.6 g of 4-cyanobenzoyl chloride and 15 ml of pyridine in 500 ml of toluene are heated at reflux temperature for 4 hours. Water is added to the mixture, the phases are separated, the organic phase is washed with water, dried over sodium sulphate and evaporated, and (5-pentyl-1,3,2-dioxaborinan-2-yl) 4-cyanobenzoate is obtained. The reactants are N1=CC=CC=C1 (pyridine), CNCCC[Si](OC)(OC)OC (N-methylaminopropyl trimethoxysilane), N1=CC=CC=C1 (pyridine), C(#N)CC(=O)Cl (cyanoacetylchloride). Solvent: C(C)OCC (diethylether), C(C)OCC (diethylether). Yields the product CN(C(CC#N)=O)CCC[Si](OC)(OC)OC (N-methyl-N-(3-trimethoxysilylpropyl)cyanoacetamide). Yield: 77.6%. Reaction SMILES: [C:1]([CH2:3][C:4](Cl)=[O:5])#[N:2].[CH3:7][NH:8][CH2:9][CH2:10][CH2:11][Si:12]([O:17][CH3:18])([O:15][CH3:16])[O:13][CH3:14].N1C=CC=CC=1>C(OCC)C>[CH3:7][N:8]([CH2:9][CH2:10][CH2:11][Si:12]([O:15][CH3:16])([O:17][CH3:18])[O:13][CH3:14])[C:4](=[O:5])[CH2:3][C:1]#[N:2]. Reported procedure: To a 1 L reactor equipped with a thermometer, a condenser and a loading glass were added 200 mL of diethylether and 11 g of cyanoacetylchloride, followed by stirring at room temperature in the presence of nitrogen. To the reactor were slowly added 20 g of N-methylaminopropyl trimethoxysilane (0.104 mol) and 11 g of pyridine (0.14 mol) in 100 mL of diethylether by using the loading glass. The reaction mixture was stirred for 2 hours at room temperature and then the precipitated pyridine salt was ... Reactants: CC1=NN(C=C1C(=O)O)C1=C2C(=NC=C1)N(C=C2)COCC[Si](C)(C)C (3-methyl-1-(1-[2-(trimethylsilyl)ethoxy]methyl-1H-pyrrolo[2,3-b]pyridin-4-yl)-1H-pyrazole-4-carboxylic acid), C1=CN(C=N1)C(=O)N2C=CN=C2 (N,N-carbonyldiimidazole), C1CCOC1 (THF), N1CCCCC1 (piperidine), N1CCCCC1 (piperidine). Run at time 2 hour. The product is CC1=NN(C=C1C(=O)N1CCCCC1)C1=C2C(=NC=C1)N(C=C2)COCC[Si](C)(C)C (4-[3-Methyl-4-(piperidin-1-ylcarbonyl)-1H-pyrazol-1-yl]-1-[2-(trimethylsilyl)ethoxy]methyl-1H-pyrrolo[2,3-b]pyridine). Isolated yield 101.3%. RXN SMILES: [CH3:1][C:2]1[C:6]([C:7](O)=[O:8])=[CH:5][N:4]([C:10]2[CH:15]=[CH:14][N:13]=[C:12]3[N:16]([CH2:19][O:20][CH2:21][CH2:22][Si:23]([CH3:26])([CH3:25])[CH3:24])[CH:17]=[CH:18][C:11]=23)[N:3]=1.C1N=CN(C(N2C=NC=C2)=O)C=1.C1COCC1.[NH:44]1[CH2:49][CH2:48][CH2:47][CH2:46][CH2:45]1>>[CH3:1][C:2]1[C:6]([C:7]([N:44]2[CH2:49][CH2:48][CH2:47][CH2:46][CH2:45]2)=[O:8])=[CH:5][N:4]([C:10]2[CH:15]=[CH:14][N:13]=[C:12]3[N:16]([CH2:19][O:20][CH2:21][CH2:22][Si:23]([CH3:24])([CH3:25])[CH3:26])[CH:17]=[CH:18][C:11]=23)[N:3]=1. Procedure details: A solution of 3-methyl-1-(1-[2-(trimethylsilyl)ethoxy]methyl-1H-pyrrolo[2,3-b]pyridin-4-yl)-1H-pyrazole-4-carboxylic acid (0.040 g, 0.00011 mol) (1:1 of AcOH) and N,N-carbonyldiimidazole (0.035 g, 0.00021 mol) in THF (1 mL, 0.01 mol) was stirred for 1.2 h, after which time piperidine (32 μL, 0.00032 mol) was added. After another 2 h, another portion of piperidine (15 μL) was added and the resulting mixture was stirred overnight. The reaction mixture was then partitioned between ethyl acetate and... Reactants: CS(=O)(=O)OCC=1C(=NSC1C(F)(F)F)C1=CC(=CC=C1)OC ((5-(trifluoromethyl)-3-(3-methoxyphenyl)isothiazol-4-yl)methyl methanesulfonate), FC=1C=C(C=C(C1O)F)CCC(=O)OCC (ethyl 3-(3,5-difluoro-4-hydroxyphenyl)propanoate). Yields the product FC=1C=C(C=C(C1OCC=1C(=NSC1C(F)(F)F)C1=CC(=CC=C1)OC)F)CCC(=O)O (3-(3,5-difluoro-4-[[3-(3-methoxyphenyl)-5-(trifluoromethyl)-1,2-thiazol-4-yl]methoxy]phenyl)propanoic acid). RXN SMILES: CS([O:5][CH2:6][C:7]1[C:8]([C:16]2[CH:21]=[CH:20][CH:19]=[C:18]([O:22][CH3:23])[CH:17]=2)=[N:9][S:10][C:11]=1[C:12]([F:15])([F:14])[F:13])(=O)=O.[F:24][C:25]1[CH:26]=[C:27]([CH2:33][CH2:34][C:35]([O:37]CC)=[O:36])[CH:28]=[C:29]([F:32])[C:30]=1O>>[F:24][C:25]1[CH:26]=[C:27]([CH2:33][CH2:34][C:35]([OH:37])=[O:36])[CH:28]=[C:29]([F:32])[C:30]=1[O:5][CH2:6][C:7]1[C:8]([C:16]2[CH:21]=[CH:20][CH:19]=[C:18]([O:22][CH3:23])[CH:17]=2)=[N:9][S:10][C:11]=1[C:12]([F:15])([F:14])[F:13]. Procedure: The title compound was prepared according to the procedure described in Example 1 starting following Step 5 and 6 coupling (5-(trifluoromethyl)-3-(3-methoxyphenyl)isothiazol-4-yl)methyl methanesulfonate and ethyl 3-(3,5-difluoro-4-hydroxyphenyl)propanoate followed by hydrolysis to afford the desired product as an off-white solid. 1H NMR (300 MHz, CD3OD) δ7.40 (t, J=7.8 Hz, 1H), 7.24-7.31 (m, 2H), 7.06-7.11 (m, 1H), 6.82 (d, J=13.5 Hz, 2H), 5.23 (s, 2H), 3.84 (s, 3H), 2.87 (t, J=7.2 Hz, 2H), 2.60...